From a dataset of the Open Reaction Database (ORD), a public repository of structured organic reaction records. describe an organic reaction: reactants, conditions, products, and yield The reactants are BrCC(=O)NC1=CC=C(CC#N)C=C1 (4-((bromoacetyl)amino)benzyl cyanide), FC1=C(N)C=CC=C1 (2-fluoroaniline), ice water. The solvent is CN(C)C=O (DMF). Product: FC1=C(C=CC=C1)NCC(=O)NC1=CC=C(CC#N)C=C1 (4-((-2-((2-Fluorophenyl)amino)acetyl)amino)benzyl cyanide). The yield is 73.5%. Reaction SMILES: Br[CH2:2][C:3]([NH:5][C:6]1[CH:14]=[CH:13][C:9]([CH2:10][C:11]#[N:12])=[CH:8][CH:7]=1)=[O:4].[F:15][C:16]1[CH:22]=[CH:21][CH:20]=[CH:19][C:17]=1[NH2:18]>CN(C=O)C>[F:15][C:16]1[CH:22]=[CH:21][CH:20]=[CH:19][C:17]=1[NH:18][CH2:2][C:3]([NH:5][C:6]1[CH:14]=[CH:13][C:9]([CH2:10][C:11]#[N:12])=[CH:8][CH:7]=1)=[O:4]. Procedure: A solution of 4-((bromoacetyl)amino)benzyl cyanide (8.5 g, 33.6 mmol) and 2-fluoroaniline (9.03 g, 81.3 mmol) in anhydrous DMF (60 mL) was heated to 90°-100° C. for 2 days with stirring under N2. The solution was cooled, poured into 500 mL of ice-water, and then extracted with CH2Cl2 (200 mL). The separated organic layer was dried (MgSO4) and filtered, a small amount of silica gel was added to the CH2Cl2 solution, and then the mixture was concentrated. Purification by chromatography, eluting wit... Starting materials: CON(C(\C=C\C1=NC=CC=C1)=O)C ((E)-N-methoxy-N-methyl-3-(pyridin-2-yl)acrylamide), [H-].[Na+] (sodium hydride), oil, [I-].C[S+](=O)(C)C (trimethylsulfoxonium iodide). Solvent: CS(=O)C (DMSO), CS(=O)C (DMSO), [NH4+].[Cl-] (NH4Cl). Procedure details: To a solution under N2 of trimethylsulfoxonium iodide (3.89 g, 17.7 mmol, 2 eq.) in DMSO (10 mL) cooled at r.t. with a water bath, sodium hydride 60% dispersion in mineral oil (707 mg, 17.7 mmol, 2 eq.) was added portionwise over 10 min. The resulting mixture was stirred at r.t. for 1 hour. A solution of (E)-N-methoxy-N-methyl-3-(pyridin-2-yl)acrylamide (1.70 g, 8.8 mmol, 1 eq.) in DMSO (5 mL) was added and the reaction mixture was stirred at r.t. for 18 hours. The reaction mixture was poured in... As a reaction SMILES: [I-].[CH3:2][S+](C)(C)=O.[H-].[Na+].[CH3:9][O:10][N:11]([CH3:22])[C:12](=[O:21])/[CH:13]=[CH:14]/[C:15]1[CH:20]=[CH:19][CH:18]=[CH:17][N:16]=1>CS(C)=O.[NH4+].[Cl-]>[CH3:9][O:10][N:11]([CH3:22])[C:12]([C@@H:13]1[CH2:2][C@H:14]1[C:15]1[CH:20]=[CH:19][CH:18]=[CH:17][N:16]=1)=[O:21] |f:0.1,2.3,6.7|. The product is CON(C(=O)[C@H]1[C@@H](C1)C1=NC=CC=C1)C ((±)-(trans)-2-pyridin-2-yl-cyclopropanecarboxylic acid methoxy-methyl-amide). Reaction conditions: time 1 hour. Reactants: C(C)(C)(C)C1=CC(=NO1)N (5-tert-butylisoxazol-3-amine), CO (CH3OH), solution, CN(C)C=O (DMF). Solvent: CCOC(=O)C (EtOAc). Reaction conditions: temperature 85 celsius, time 70 hour. The product is C(C)(C)(C)C1=CC(N(O1)C[C@@H]1OCCC1)=N ((R)-5-tert-butyl-2-((tetrahydrofuran-2-yl)methyl)isoxazol-3(2H)-imine). Isolated yield 17.0%. RXN SMILES: [C:1]([C:5]1[O:9][N:8]=[C:7]([NH2:10])[CH:6]=1)([CH3:4])([CH3:3])[CH3:2].CO.CN([CH:16]=[O:17])C>CCOC(C)=O>[C:1]([C:5]1[O:9][N:8]([CH2:2][C@H:1]2[CH2:5][CH2:6][CH2:16][O:17]2)[C:7](=[NH:10])[CH:6]=1)([CH3:4])([CH3:3])[CH3:2]. Procedure details: A mixture of 5-tert-butylisoxazol-3-amine (1 g, 7.1 mmol) and a solution of Example 39A (1.7 g, 6.8 mmol) in 1.5 mL DMF was warmed to 85° C. and was allowed to stir for 70 hours at 85° C. The mixture was cooled to ambient temperature, concentrated under reduced pressure. The residue was purified by column chromatography (SiO2, 50% hexanes in EtOAc then 10% CH3OH in EtOAc) to afford the title compound (0.48 g, 1.2 mmol, 17% yield). MS (DCI/NH3) m/z 225 (M+H)+. The reactants are CC(C)(C)OC(=O)CBr, CN(C)C=O, COC(=O)c1ccccc1CSc1nc2ccccc2[nH]1, [H-], [Na+], O. Product: COC(=O)c1ccccc1CSc1nc2cccc(CC(=O)OC(C)(C)C)c2[nH]1. Reaction SMILES: [C:29]([CH3:30])([CH3:31])([CH3:32])[O:33][C:34]([CH2:35][Br:36])=[O:37].[CH3:3][N:4]([CH3:5])[CH:6]=[O:7].[CH3:8][O:9][C:10]([c:11]1[c:12]([CH2:17][S:18][c:19]2[nH:20][c:21]3[c:22]([n:23]2)[cH:24][cH:25][cH:26][cH:27]3)[cH:13][cH:14][cH:15][cH:16]1)=[O:28].[H-:1].[Na+:2].[OH2:38]>>[CH3:8][O:9][C:10]([c:11]1[c:12]([CH2:17][S:18][c:19]2[nH:20][c:21]3[c:22]([n:23]2)[cH:24][cH:25][cH:26][c:27]3[CH2:35][C:34]([O:33][C:29]([CH3:30])([CH3:31])[CH3:32])=[O:37])[cH:13][cH:14][cH:15][cH:16]1)=[O:28]. Reactants: C(C)(C)(C)OC(=O)N1[C@@H]([C@H]2CC(C[C@H]2C1)C)CN ((1S,2S,5R)-2-aminomethyl-7-methyl-3-aza-bicyclo[3.3.0]-octane-3-carboxylic acid tert.-butyl ester), CC=1N=C2SC=CN2C1C(=O)O (6-methyl-imidazo[2,1-b]thiazole-5-carboxylic acid). The product is C(C)(C)(C)OC(=O)N1[C@@H]([C@H]2CC(C[C@H]2C1)C)CNC(=O)C1=C(N=C2SC=CN21)C ((1S,2S,5R)-2-{[6-Methyl-(imidazo[2,1-b]thiazole-5-carbonyl)-amino]-methyl}-7-methyl-3-aza-bicyclo[3.3.0]octane-3-carboxylic acid tert.-butyl ester). RXN SMILES: [C:1]([O:5][C:6]([N:8]1[CH2:15][C@H:14]2[C@H:10]([CH2:11][CH:12]([CH3:16])[CH2:13]2)[C@H:9]1[CH2:17][NH2:18])=[O:7])([CH3:4])([CH3:3])[CH3:2].[CH3:19][C:20]1[N:21]=[C:22]2[N:26]([C:27]=1[C:28](O)=[O:29])[CH:25]=[CH:24][S:23]2>>[C:1]([O:5][C:6]([N:8]1[CH2:15][C@H:14]2[C@H:10]([CH2:11][CH:12]([CH3:16])[CH2:13]2)[C@H:9]1[CH2:17][NH:18][C:28]([C:27]1[N:26]2[C:22]([S:23][CH:24]=[CH:25]2)=[N:21][C:20]=1[CH3:19])=[O:29])=[O:7])([CH3:3])([CH3:4])[CH3:2]. Reported procedure: prepared by reaction of (1S,2S,5R)-2-aminomethyl-7-methyl-3-aza-bicyclo[3.3.0]-octane-3-carboxylic acid tert.-butyl ester with commercially available 6-methyl-imidazo[2,1-b]thiazole-5-carboxylic acid. Reactants: NN (hydrazine), acid chloride, NN (hydrazine), [N+](=O)([O-])C(CCC(=O)Cl)([N+](=O)[O-])[N+](=O)[O-] (4,4,4-trinitrobutyryl chloride). Run in CO (methanol). Product: [N+](=O)([O-])C(CCC(=O)NNC(CCC([N+](=O)[O-])([N+](=O)[O-])[N+](=O)[O-])=O)([N+](=O)[O-])[N+](=O)[O-] (N,N'-bis(4,4,4-trinitrobutyryl)hydrazine). RXN SMILES: [NH2:1][NH2:2].[N+:3]([C:6]([N+:15]([O-:17])=[O:16])([N+:12]([O-:14])=[O:13])[CH2:7][CH2:8][C:9](Cl)=[O:10])([O-:5])=[O:4]>CO>[N+:3]([C:6]([N+:15]([O-:17])=[O:16])([N+:12]([O-:14])=[O:13])[CH2:7][CH2:8][C:9]([NH:1][NH:2][C:9](=[O:10])[CH2:8][CH2:7][C:6]([N+:3]([O-:5])=[O:4])([N+:15]([O-:17])=[O:16])[N+:12]([O-:14])=[O:13])=[O:10])([O-:5])=[O:4]. Procedure: Low temperatures also reduce side reactions with hydrazine as well as the reaction of the acid chloride with methanol Therefore the hydrazine solution and the 4,4,4-trinitrobutyryl chloride solution are mixed together at a temperature in the range of preferably about -40° C. to -100° C., more preferably from -60° C. to -90° C., and still more preferably from -70° C. to -85° C., with about -78° C. being most preferred. The resulting reaction solution is then put in ambient (room) temperature envi... The reactants are COC(C1=CC(=CC=C1)NC(=O)OC1=CC=C(C=C1)[N+](=O)[O-])=O (methyl-3-[N-(4-nitrophenoxycarbonyl)amino]benzoate), C(C)(C)(C)C1=CC=C(N)C=C1 (4-tert-butylaniline). Solvent: N1=CC=CC=C1 (pyridine). Product: COC(C1=CC(=CC=C1)NC(=O)NC1=CC=C(C=C1)C(C)(C)C)=O (methyl-3-[3-(4-tert-butylphenyl)-ureido]-benzoate). Reaction SMILES: [CH3:1][O:2][C:3](=[O:23])[C:4]1[CH:9]=[CH:8][CH:7]=[C:6]([NH:10][C:11]([O:13]C2C=CC([N+]([O-])=O)=CC=2)=O)[CH:5]=1.[C:24]([C:28]1[CH:34]=[CH:33][C:31]([NH2:32])=[CH:30][CH:29]=1)([CH3:27])([CH3:26])[CH3:25]>N1C=CC=CC=1>[CH3:1][O:2][C:3](=[O:23])[C:4]1[CH:9]=[CH:8][CH:7]=[C:6]([NH:10][C:11]([NH:32][C:31]2[CH:33]=[CH:34][C:28]([C:24]([CH3:27])([CH3:26])[CH3:25])=[CH:29][CH:30]=2)=[O:13])[CH:5]=1. Procedure details: A solution of methyl-3-[N-(4-nitrophenoxycarbonyl)amino]benzoate (0.19 g, 0.60 mmol) and 4-tert-butylaniline (0.10 mL, 0.60 mmol) in pyridine (5 mL) was heated to reflux for 16 h. The solution was cooled and evaporated, and the residual material was taken up in ethyl acetate (100 mL). This was washed with 1 N aq. sodium hydroxide and brine, dried over magnesium sulfate, filtered and evaporated. The residual solid was triturated with ether, collected by filtration and dried under vacuum to afford... Starting materials: CC(C)(C)OC(=O)N1CCC(n2ncc3c(Cl)ncnc32)CC1, CN(C)C=O, CC(=O)c1ccc(O)cc1C. Yields the product CC(=O)c1ccc(Oc2ncnc3c2cnn3C2CCN(C(=O)OC(C)(C)C)CC2)cc1C. RXN SMILES: [C:1]([CH3:2])([CH3:3])([CH3:4])[O:5][C:6](=[O:7])[N:8]1[CH2:9][CH2:10][CH:11]([n:14]2[n:15][cH:16][c:17]3[c:18]2[n:19][cH:20][n:21][c:22]3[Cl:23])[CH2:12][CH2:13]1.[CH3:35][N:36]([CH3:37])[CH:38]=[O:39].[OH:24][c:25]1[cH:26][c:27]([CH3:34])[c:28]([C:31]([CH3:32])=[O:33])[cH:29][cH:30]1>>[C:1]([CH3:2])([CH3:3])([CH3:4])[O:5][C:6](=[O:7])[N:8]1[CH2:9][CH2:10][CH:11]([n:14]2[n:15][cH:16][c:17]3[c:18]2[n:19][cH:20][n:21][c:22]3[O:24][c:25]2[cH:26][c:27]([CH3:34])[c:28]([C:31]([CH3:32])=[O:33])[cH:29][cH:30]2)[CH2:12][CH2:13]1.